Dataset: the Open Reaction Database (ORD), a public repository of structured organic reaction records. Task: describe an organic reaction: reactants, conditions, products, and yield The reactants are N,N′-carbonyldiimidazole, NC1=C(C=C(C=C1)OC)CCNC1CCN(CC1)CC1=CC=CC=C1 ([2-(2-amino-5-methoxyphenyl)-ethyl]-(1-benzylpiperidin-4-yl)-amine), CN(C)C=O (DMF), ice water. Conditions: temperature 100 celsius, time 2 hour. Yields the product C(C1=CC=CC=C1)N1CCC(CC1)N1C(NC2=C(CC1)C=C(C=C2)OC)=O (3-(1-benzylpiperidin-4-yl)-7-methoxy-1,3,4,5-tetrahydro-1,3-benzodiazepin-2-one). As a reaction SMILES: [NH2:1][C:2]1[CH:7]=[CH:6][C:5]([O:8][CH3:9])=[CH:4][C:3]=1[CH2:10][CH2:11][NH:12][CH:13]1[CH2:18][CH2:17][N:16]([CH2:19][C:20]2[CH:25]=[CH:24][CH:23]=[CH:22][CH:21]=2)[CH2:15][CH2:14]1.CN([CH:29]=[O:30])C>>[CH2:19]([N:16]1[CH2:17][CH2:18][CH:13]([N:12]2[CH2:11][CH2:10][C:3]3[CH:4]=[C:5]([O:8][CH3:9])[CH:6]=[CH:7][C:2]=3[NH:1][C:29]2=[O:30])[CH2:14][CH2:15]1)[C:20]1[CH:21]=[CH:22][CH:23]=[CH:24][CH:25]=1. Procedure: 35.0 g (216 mmol) N,N′-carbonyldiimidazole were added to 23.9 g (70.3 mmol) [2-(2-amino-5-methoxyphenyl)-ethyl]-(1-benzylpiperidin-4-yl)-amine in 175 mL DMF and the mixture was stirred for 2 h at 100° C. The reaction mixture was poured onto approx. 1 kg ice water and stirred overnight. The precipitated product was suction filtered, washed with 100 mL water and dried. The residue was stirred with 150 mL DIPE and suction filtered. The solid product was washed with 50 mL DIPE and dried. Reactants: FC=1C=C(C=CC1)CCC1=CC=C(C=C1)N (4-[2-(3-fluoro-phenyl)-ethyl]-phenylamine), C(C(=C)CC(=O)O)(=O)O (itaconic acid). Yields the product FC=1C=C(C=CC1)CCC1=CC=C(C=C1)N1CC(CC1=O)C(=O)O ((RS)-1-{4-[2-(3-fluoro-phenyl)-ethyl]-phenyl}-5-oxo-pyrrolidine-3-carboxylic acid). RXN SMILES: [F:1][C:2]1[CH:3]=[C:4]([CH2:8][CH2:9][C:10]2[CH:15]=[CH:14][C:13]([NH2:16])=[CH:12][CH:11]=2)[CH:5]=[CH:6][CH:7]=1.[C:17]([OH:25])(=[O:24])[C:18]([CH2:20][C:21](O)=[O:22])=[CH2:19]>>[F:1][C:2]1[CH:3]=[C:4]([CH2:8][CH2:9][C:10]2[CH:11]=[CH:12][C:13]([N:16]3[C:21](=[O:22])[CH2:20][CH:18]([C:17]([OH:25])=[O:24])[CH2:19]3)=[CH:14][CH:15]=2)[CH:5]=[CH:6][CH:7]=1. Procedure details: In an analogous manner to that described in Example 18c), the reaction of 4-[2-(3-fluoro-phenyl)-ethyl]-phenylamine with itaconic acid yields the (RS)-1-{4-[2-(3-fluoro-phenyl)-ethyl]-phenyl}-5-oxo-pyrrolidine-3-carboxylic acid as a light brown solid; MS: m/e=326 (M−H)+. Reactants: OC1=CC=C(C=C1)N1CCC(CC1)C1=CC=C(C=C1)[C@H](C)NC(C)=O ((S)—N-{1-(4-[1-(4-Hydroxyphenyl)-piperidin-4-yl]-phenyl}-ethyl)-acetamide), OC1=CC=C(C=C1)N1CCC(CC1)C1=CC=C(C=C1)[C@H](C)NC(C)=O ((S)—N-{1-(4-[1-(4-Hydroxyphenyl)-piperidin-4-yl]-phenyl}-ethyl)-acetamide), CC1C(C1)CO (2-methylcyclopropanemethanol), C1(=CC=CC=C1)P(C1=CC=CC=C1)C1=CC=CC=C1 (triphenylphosphine), CC1OCCC1 (2-methyl-tetrahydrofurane), C1(=CC=CC=C1)P(C1=CC=CC=C1)C1=CC=CC=C1 (triphenylphosphine), N(=NC(=O)OC(C)C)C(=O)OC(C)C (di-iso-propyl azodicarboxylate), C1(=CC=CC=C1)P(C1=CC=CC=C1)C1=CC=CC=C1 (triphenylphosphine), N(=NC(=O)OC(C)C)C(=O)OC(C)C (di-iso-propyl azodicarboxylate), N(=NC(=O)OC(C)C)C(=O)OC(C)C (di-iso-propyl azodicarboxylate). Reaction conditions: time 1 day. Product: CC1C(C1)COC1=CC=C(C=C1)N1CCC(CC1)C1=CC=C(C=C1)[C@H](C)NC(C)=O (N-((1S)-1-(4-(1-(4-((2-methylcyclopropyl)methoxy)phenyl)-piperidin-4-yl)phenyl)-ethyl)acetamide). As a reaction SMILES: [OH:1][C:2]1[CH:7]=[CH:6][C:5]([N:8]2[CH2:13][CH2:12][CH:11]([C:14]3[CH:19]=[CH:18][C:17]([C@@H:20]([NH:22][C:23](=[O:25])[CH3:24])[CH3:21])=[CH:16][CH:15]=3)[CH2:10][CH2:9]2)=[CH:4][CH:3]=1.[CH3:26][CH:27]1[CH2:29][CH:28]1[CH2:30]O.C1(P(C2C=CC=CC=2)C2C=CC=CC=2)C=CC=CC=1.CC1CCCO1.N(C(OC(C)C)=O)=NC(OC(C)C)=O>>[CH3:26][CH:27]1[CH2:29][CH:28]1[CH2:30][O:1][C:2]1[CH:7]=[CH:6][C:5]([N:8]2[CH2:13][CH2:12][CH:11]([C:14]3[CH:15]=[CH:16][C:17]([C@@H:20]([NH:22][C:23](=[O:25])[CH3:24])[CH3:21])=[CH:18][CH:19]=3)[CH2:10][CH2:9]2)=[CH:4][CH:3]=1. Reported procedure: 50 mg (0.15 mmol) (S)—N-{1-(4-[1-(4-Hydroxyphenyl)-piperidin-4-yl]-phenyl}-ethyl)-acetamide (compound 1.48), 14 mg (0.16 mmol) 2-methylcyclopropanemethanol and 38.8 mg (0.15 mmol) triphenylphosphine are added to 2 mL 2-methyl-tetrahydrofurane at 0° C. 30.5 μl (0.15 mmol) di-iso-propyl azodicarboxylate are added and the mixture is allowed to warm to rt. Stirring is continued over night followed by addition of 0.5 equivalents of triphenylphosphine and 0.5 equivalents of di-iso-propyl azodicarboxyl... Starting materials: OC1=CC=C(C=C1)C1C(CN(CC1)C(=O)OC(C)(C)C)OCC1=CC=C2CCC(N(C2=C1)CCCOC)=O (tert-butyl 4-(4-hydroxyphenyl)-3-[1-(3-methoxypropyl)-2-oxo-1,2,3,4-tetrahydroquinolin-7-ylmethoxy]piperidine-1-carboxylate), BrCCCCOC1=C(C=CC=C1C)OC (2-(4-bromobutoxy)-1-methoxy-3-methylbenzene). The product is COC1=C(OCCCCOC2=CC=C(C=C2)C2C(CN(CC2)C(=O)OC(C)(C)C)OCC2=CC=C3CCC(N(C3=C2)CCCOC)=O)C(=CC=C1)C (tert-Butyl 4-{4-[4-(2-methoxy-6-methylphenoxy)butoxy]phenyl}-3-[1-(3-methoxypropyl)-2-oxo-1,2,3,4-tetrahydroquinolin-7-ylmethoxy]piperidine-1-carboxylate). RXN SMILES: [OH:1][C:2]1[CH:7]=[CH:6][C:5]([CH:8]2[CH2:13][CH2:12][N:11]([C:14]([O:16][C:17]([CH3:20])([CH3:19])[CH3:18])=[O:15])[CH2:10][CH:9]2[O:21][CH2:22][C:23]2[CH:32]=[C:31]3[C:26]([CH2:27][CH2:28][C:29](=[O:38])[N:30]3[CH2:33][CH2:34][CH2:35][O:36][CH3:37])=[CH:25][CH:24]=2)=[CH:4][CH:3]=1.Br[CH2:40][CH2:41][CH2:42][CH2:43][O:44][C:45]1[C:50]([CH3:51])=[CH:49][CH:48]=[CH:47][C:46]=1[O:52][CH3:53]>>[CH3:53][O:52][C:46]1[CH:47]=[CH:48][CH:49]=[C:50]([CH3:51])[C:45]=1[O:44][CH2:43][CH2:42][CH2:41][CH2:40][O:1][C:2]1[CH:7]=[CH:6][C:5]([CH:8]2[CH2:13][CH2:12][N:11]([C:14]([O:16][C:17]([CH3:19])([CH3:20])[CH3:18])=[O:15])[CH2:10][CH:9]2[O:21][CH2:22][C:23]2[CH:32]=[C:31]3[C:26]([CH2:27][CH2:28][C:29](=[O:38])[N:30]3[CH2:33][CH2:34][CH2:35][O:36][CH3:37])=[CH:25][CH:24]=2)=[CH:4][CH:3]=1. Procedure details: Analogously to Method I, 0.100 g of tert-butyl 4-(4-hydroxyphenyl)-3-[1-(3-methoxypropyl)-2-oxo-1,2,3,4-tetrahydroquinolin-7-ylmethoxy]piperidine-1-carboxylate (Example 44d) and 0.081 g of 2-(4-bromobutoxy)-1-methoxy-3-methylbenzene are used to prepare the title compound. Rf=0.28 (2:1 EtOAc-heptane); Rt=6.15. Reactants: CSCCl, Oc1ccc(Cl)cc1Cl, [H-], [Na+], CN(C)C=O. Product: CSCOc1ccc(Cl)cc1Cl. RXN SMILES: [Cl:12][CH2:13][S:14][CH3:15].[Cl:1][c:2]1[c:3]([OH:9])[cH:4][cH:5][c:6]([Cl:8])[cH:7]1.[H-:11].[Na+:10].[O:16]=[CH:17][N:18]([CH3:19])[CH3:20]>>[Cl:1][c:2]1[c:3]([O:9][CH2:13][S:14][CH3:15])[cH:4][cH:5][c:6]([Cl:8])[cH:7]1. Reactants: O(C1=CC=CC=C1)C=1C=C(C=CC1)N=C=S (3-phenoxyphenylisothiocyanate), COC1=C(OC2=CC(=NC=C2)C(=O)NC)C=C(C(=C1)NC)[N+](=O)[O-] ({4-[2-methoxy-4-(methylamino)-5-nitrophenoxy](2-pyridyl)}-N-methylcarboxamide), CI (Methyl iodide). The solvent is CO (MeOH). Conditions: time 8 hour. The product is CNC(=O)C1=NC=CC(=C1)OC1=CC2=C(N(C(=N2)NC2=CC(=CC=C2)OC2=CC=CC=C2)C)C=C1 (4-[1-Methyl-2-(3-phenoxy-phenylamino)-1H-benzoimidazol-5-yloxy]-pyridine-2-carboxylic acid methylamide). Reaction SMILES: [O:1]([C:8]1[CH:9]=[C:10]([N:14]=[C:15]=S)[CH:11]=[CH:12][CH:13]=1)[C:2]1[CH:7]=[CH:6][CH:5]=[CH:4][CH:3]=1.CO[C:19]1[CH:35]=[C:34]([NH:36][CH3:37])[C:33]([N+:38]([O-])=O)=[CH:32][C:20]=1[O:21][C:22]1[CH:27]=[CH:26][N:25]=[C:24]([C:28]([NH:30][CH3:31])=[O:29])[CH:23]=1.CI>CO>[CH3:31][NH:30][C:28]([C:24]1[CH:23]=[C:22]([O:21][C:20]2[CH:19]=[CH:35][C:34]3[N:36]([CH3:37])[C:15]([NH:14][C:10]4[CH:11]=[CH:12][CH:13]=[C:8]([O:1][C:2]5[CH:7]=[CH:6][CH:5]=[CH:4][CH:3]=5)[CH:9]=4)=[N:38][C:33]=3[CH:32]=2)[CH:27]=[CH:26][N:25]=1)=[O:29]. Procedure: A 1 dram vial was charged with a solution of 3-phenoxyphenylisothiocyanate (23 mg, 0.1 mmol), diamine 1 (27 mg, 0.1 mmol), and MeOH (0.5 mL) and the reaction was shaken at rt overnight. Methyl iodide (8 uL, 0.13 mmol) was added and the mixture shaken overnight. The reaction was concentrated and the resulting residue purified on reverse phase HPLC. LCMS m/z 466.3 (MH+), tR=2.40 min. Starting materials: [Cl-].[NH4+] (ammonium chloride), CC1(COC(=O)[C@@H]1O)C ((R)-(−)-pantolactone), [H-].[Na+] (sodium hydride), [H][H] (hydrogen), FC1=CC(=C(C#N)C=C1)C(F)(F)F (4-fluoro-2-trifluoromethylbenzonitrile). Solvent: O1CCCC1 (tetrahydrofuran). Product: CC1(C(C(OC1)=O)OC1=CC(=C(C#N)C=C1)C(F)(F)F)C ((±)-4-(4,4-Dimethyl-2-oxo-tetrahydro-furan-3-yloxy)-2-trifluoromethyl-benzonitrile). The yield is 106.9%. RXN SMILES: [CH3:1][C:2]1([CH3:9])[C@@H:7]([OH:8])[C:5](=[O:6])[O:4][CH2:3]1.[H-].[Na+].[H][H].F[C:15]1[CH:22]=[CH:21][C:18]([C:19]#[N:20])=[C:17]([C:23]([F:26])([F:25])[F:24])[CH:16]=1.[Cl-].[NH4+]>O1CCCC1>[CH3:1][C:2]1([CH3:9])[CH2:3][O:4][C:5](=[O:6])[CH:7]1[O:8][C:15]1[CH:22]=[CH:21][C:18]([C:19]#[N:20])=[C:17]([C:23]([F:24])([F:26])[F:25])[CH:16]=1 |f:1.2,5.6|. Procedure: To a stirring solution comprised of (R)-(−)-pantolactone (44.7 g; 336 mmol) in tetrahydrofuran (625 mL) at 0° C. under a nitrogen atmosphere was added a 60% sodium hydride mineral oil dispersion (14.1 g; 352 mmol) directly in portions. Upon the completion of hydrogen gas liberation, 4-fluoro-2-trifluoromethylbenzonitrile solid (59.0 g; 312 mmol) was added directly. The reaction mixture was allowed to warm slowly to ambient temperature overnight. The reaction mixture was neutralized with saturate...